Task: describe an organic reaction: reactants, conditions, products, and yield. Dataset: the Open Reaction Database (ORD), a public repository of structured organic reaction records Reactants: CO, CCOC(C)=O, [Cl-], Cl, C=CCOP(=O)(OCC=C)C(Cc1ccc([N+](=O)[O-])cc1)P(=O)(OCC=C)OCC=C, [NH4+], [Na+], O=C([O-])O, [Zn]. Yields the product C=CCOP(=O)(OCC=C)C(Cc1ccc(N)cc1)P(=O)(OCC=C)OCC=C. RXN SMILES: [CH3:40][OH:41].[CH3:43][CH2:44][O:45][C:46](=[O:47])[CH3:48].[Cl-:32].[ClH:34].[N+:1]([O-:2])(=[O:3])[c:4]1[cH:5][cH:6][c:7]([CH2:8][CH:9]([P:10]([O:11][CH2:12][CH:13]=[CH2:14])([O:15][CH2:16][CH:17]=[CH2:18])=[O:19])[P:20]([O:21][CH2:22][CH:23]=[CH2:24])([O:25][CH2:26][CH:27]=[CH2:28])=[O:29])[cH:30][cH:31]1.[NH4+:33].[Na+:39].[O-:35][C:36]([OH:37])=[O:38].[Zn:42]>>[NH2:1][c:4]1[cH:5][cH:6][c:7]([CH2:8][CH:9]([P:10]([O:11][CH2:12][CH:13]=[CH2:14])([O:15][CH2:16][CH:17]=[CH2:18])=[O:19])[P:20]([O:21][CH2:22][CH:23]=[CH2:24])([O:25][CH2:26][CH:27]=[CH2:28])=[O:29])[cH:30][cH:31]1. The reactants are [H-].[Al+3].[Li+].[H-].[H-].[H-] (lithium aluminum hydride), C(C)NC1=C(C=CC(=C1)OC)C1CC=2C=CC(=CC2CC1)OC(C(C)(C)C)=O (pivalic acid 6-(2-ethylamino-4-methoxyphenyl)-5,6,7,8-tetrahydronaphthalen-2-yl ester), CN(C(COC1=CC=C(C=O)C=C1)(C)C)C (4-(2-dimethylamino-2-methylpropoxy)benzaldehyde), CN(C(COC1=CC=C(CCCNC2=C(C=CC(=C2)OC)C2CC=3C=CC(=CC3CC2)OC(C(C)(C)C)=O)C=C1)(C)C)C (pivalic acid 6-{2-{[4-(2-dimethylamino-2-methylpropoxy)benzyl]ethylamino}-4-methoxyphenyl}-5,6,7,8-tetrahydronaphthalen-2-yl ester), N (ammonia). Run in O1CCCC1 (tetrahydrofuran), O1CCCC1 (Tetrahydrofuran). Run at time 1.5 hour. The product is CN(C(COC1=CC=C(CCCNC2=C(C=CC(=C2)OC)C2CC=3C=CC(=CC3CC2)O)C=C1)(C)C)C (6-{2-{[4-(2-Dimethylamino-2-methylpropoxy)benzyl]ethylamino}-4-methoxyphenyl}-5,6,7,8-tetrahydronaphthalen-2-ol). Yield: 72.0%. RXN SMILES: C(NC1C=C(OC)C=CC=1C1CCC2C=C(OC(=O)C(C)(C)C)C=CC=2C1)C.CN(C)C(C)(C)COC1C=CC(C=O)=CC=1.[CH3:45][N:46]([CH3:87])[C:47]([CH3:86])([CH3:85])[CH2:48][O:49][C:50]1[CH:84]=[CH:83][C:53]([CH2:54][CH2:55][CH2:56][NH:57][C:58]2[CH:63]=[C:62]([O:64][CH3:65])[CH:61]=[CH:60][C:59]=2[CH:66]2[CH2:75][CH2:74][C:73]3[CH:72]=[C:71]([O:76]C(=O)C(C)(C)C)[CH:70]=[CH:69][C:68]=3[CH2:67]2)=[CH:52][CH:51]=1.[H-].[Al+3].[Li+].[H-].[H-].[H-].N>O1CCCC1>[CH3:87][N:46]([CH3:45])[C:47]([CH3:85])([CH3:86])[CH2:48][O:49][C:50]1[CH:51]=[CH:52][C:53]([CH2:54][CH2:55][CH2:56][NH:57][C:58]2[CH:63]=[C:62]([O:64][CH3:65])[CH:61]=[CH:60][C:59]=2[CH:66]2[CH2:75][CH2:74][C:73]3[CH:72]=[C:71]([OH:76])[CH:70]=[CH:69][C:68]=3[CH2:67]2)=[CH:83][CH:84]=1 |f:3.4.5.6.7.8|. Procedure: Synthesized from pivalic acid 6-(2-ethylamino-4-methoxyphenyl)-5,6,7,8-tetrahydronaphthalen-2-yl ester and 4-(2-dimethylamino-2-methylpropoxy)benzaldehyde according to an analogous synthetic method to Example 212, to a solution of the resulting pivalic acid 6-{2-{[4-(2-dimethylamino-2-methylpropoxy)benzyl]ethylamino}-4-methoxyphenyl}-5,6,7,8-tetrahydronaphthalen-2-yl ester (73 mg) in tetrahydrofuran (1.5 ml) was added lithium aluminum hydride (20 mg), and the solution was stirred for 1.5 hours a... Starting materials: C(C1=CC=CC=C1)ONC(OC(C)(C)C)=O (tert-butyl benzyloxycarbamate), [I-].[Na+] (sodium iodide), [H-].[Na+] (sodium hydride), ClC(CCC#N)C (4-chlorovaleronitrile). Run in CN(C=O)C (dimethylformamide). Conditions: temperature 85 celsius, time 3.5 hour. The product is C(C1=CC=CC=C1)ON(C(OC(C)(C)C)=O)CCCCC#N (Tert-butyl benzyloxy(4-cyanobutyl)carbamate). RXN SMILES: [CH2:1]([O:8][NH:9][C:10](=[O:16])[O:11][C:12]([CH3:15])([CH3:14])[CH3:13])[C:2]1[CH:7]=[CH:6][CH:5]=[CH:4][CH:3]=1.[I-].[Na+].[H-].[Na+].Cl[CH:22]([CH3:27])[CH2:23][CH2:24][C:25]#[N:26]>CN(C)C=O>[CH2:1]([O:8][N:9]([CH2:27][CH2:22][CH2:23][CH2:24][C:25]#[N:26])[C:10](=[O:16])[O:11][C:12]([CH3:13])([CH3:15])[CH3:14])[C:2]1[CH:7]=[CH:6][CH:5]=[CH:4][CH:3]=1 |f:1.2,3.4|. Reported procedure: To a solution of tert-butyl benzyloxycarbamate in anhydrous dimethylformamide were added 5 mol % of sodium iodide and portionwise 1.36 eq. of sodium hydride (60% dispersion in mineral oil). The mixture was stirred at room temperature for 15 min. before 1.05 eq. of 4-chlorovaleronitrile were added. The mixture was heated to 85° C. and stirred for 3.5 h. After cooling to room temperature the mixture was quenched with water and extracted with diethyl ether. The combined organic phases were concentr... Reactants: O=C1C(CCCCC1)CC#N (2-oxocycloheptaneacetonitrile), CI (methyl iodide), CCC(C)(C)[O-].[Na+] (sodium tert-amylate), C1(=CC=CC=C1)C (toluene). The solvent is C1=CC=CC=C1 (benzene). Run at temperature 65 celsius, time 4 hour. Product: CC1(C(CCCCC1)=O)CC#N (1-methyl-2-oxocycloheptaneacetonitrile). As a reaction SMILES: [O:1]=[C:2]1[CH2:8][CH2:7][CH2:6][CH2:5][CH2:4][CH:3]1[CH2:9][C:10]#[N:11].CI.[CH3:14]CC([O-])(C)C.[Na+].C1(C)C=CC=CC=1>C1C=CC=CC=1>[CH3:14][C:3]1([CH2:9][C:10]#[N:11])[CH2:4][CH2:5][CH2:6][CH2:7][CH2:8][C:2]1=[O:1] |f:2.3|. Procedure: To a stirred solution of 2-oxocycloheptaneacetonitrile (44.6 g, 0.297 mole), and methyl iodide (42.6 g, 0.3 mole) in dry benzene (200 ml) under nitrogen, is added dropwise a solution of sodium tert-amylate in toluene (340 ml, 0.297 mole). The reaction is exothermic and a bright yellow colour appears. The mixture is stirred at 65° C. for 4 hr., then allowed to stand overnight at room temperature. The mixture is washed with 1% aqueous HCl, cold water, then brine, dried (MgSO4) and concentrated to ... The reactants are CCOC(=O)COc1ccc(Sc2cc(O)cc(C#CCN3CCOCC3)c2)cc1C, CCCCP(CCCC)CCCC, C1CCOC1, OCc1ccc(F)cc1, O=C(N=NC(=O)N1CCCCC1)N1CCCCC1. Product: CCOC(=O)COc1ccc(Sc2cc(C#CCN3CCOCC3)cc(OCc3ccc(F)cc3)c2)cc1C. As a reaction SMILES: [CH2:1]([CH3:2])[O:3][C:4]([CH2:5][O:6][c:7]1[c:8]([CH3:30])[cH:9][c:10]([S:13][c:14]2[cH:15][c:16]([OH:29])[cH:17][c:18]([C:20]#[C:21][CH2:22][N:23]3[CH2:24][CH2:25][O:26][CH2:27][CH2:28]3)[cH:19]2)[cH:11][cH:12]1)=[O:31].[CH2:41]([P:42]([CH2:43][CH2:44][CH2:45][CH3:46])[CH2:47][CH2:48][CH2:49][CH3:50])[CH2:51][CH2:52][CH3:53].[CH2:72]1[O:73][CH2:74][CH2:75][CH2:76]1.[F:32][c:33]1[cH:34][cH:35][c:36]([CH2:37][OH:38])[cH:39][cH:40]1.[N:54]([C:55]([N:56]1[CH2:57][CH2:58][CH2:59][CH2:60][CH2:61]1)=[O:62])=[N:63][C:64]([N:65]1[CH2:66][CH2:67][CH2:68][CH2:69][CH2:70]1)=[O:71]>>[CH2:1]([CH3:2])[O:3][C:4]([CH2:5][O:6][c:7]1[c:8]([CH3:30])[cH:9][c:10]([S:13][c:14]2[cH:15][c:16]([O:29][CH2:37][c:36]3[cH:35][cH:34][c:33]([F:32])[cH:40][cH:39]3)[cH:17][c:18]([C:20]#[C:21][CH2:22][N:23]3[CH2:24][CH2:25][O:26][CH2:27][CH2:28]3)[cH:19]2)[cH:11][cH:12]1)=[O:31].